From a dataset of the Open Reaction Database (ORD), a public repository of structured organic reaction records. describe an organic reaction: reactants, conditions, products, and yield The reactants are O=Cc1ccc(C(=O)O)cc1, CCN=C=NCCCN(C)C, CN(C)c1ccncc1, ClCCl, CC(O)(C(F)(F)F)C(F)(F)F. Product: CC(OC(=O)c1ccc(C=O)cc1)(C(F)(F)F)C(F)(F)F. RXN SMILES: [C:1](=[O:2])([OH:3])[c:4]1[cH:5][cH:6][c:7]([CH:8]=[O:9])[cH:10][cH:11]1.[CH3:23][CH2:24][N:25]=[C:26]=[N:27][CH2:28][CH2:29][CH2:30][N:31]([CH3:32])[CH3:33].[CH3:34][N:35]([c:36]1[cH:37][cH:38][n:39][cH:40][cH:41]1)[CH3:42].[Cl:43][CH2:44][Cl:45].[F:12][C:13]([C:14]([C:15]([F:16])([F:17])[F:18])([OH:19])[CH3:20])([F:21])[F:22]>>[C:1](=[O:2])([O:3][C:14]([C:13]([F:12])([F:21])[F:22])([C:15]([F:16])([F:17])[F:18])[CH3:20])[c:4]1[cH:5][cH:6][c:7]([CH:8]=[O:9])[cH:10][cH:11]1. Starting materials: C(C)OCC (diethyl ether), Cl (HCl), BrC1=CC=C2CCC3(C(C2=C1)=NS(=O)C(C)(C)C)CC3 (N-(7′-bromo-3′,4′-dihydro-1′H-spiro[cyclopropane-1,2′-naphthalene]-1′-ylidene)-2-methylpropane-2-sulfinamide), BrC1=CC=C2CCC3(C(C2=C1)=NS(=O)C(C)(C)C)CC3 (N-(7′-bromo-3′,4′-dihydro-1′H-spiro[cyclopropane-1,2′-naphthalene]-1′-ylidene)-2-methylpropane-2-sulfinamide), ( g ). The solvent is O1CCOCC1 (dioxane). The product is BrC1=CC=C2CCC3(C(C2=C1)=N)CC3 (7′-Bromo-3′,4′-dihydro-1′H-spiro[cyclopropane-1,2′-naphthalen]-1′-imine). The yield is 85.6%. Reaction SMILES: Cl.[Br:2][C:3]1[CH:12]=[C:11]2[C:6]([CH2:7][CH2:8][C:9]3([CH2:21][CH2:20]3)[C:10]2=[N:13]S(C(C)(C)C)=O)=[CH:5][CH:4]=1.C(OCC)C>O1CCOCC1>[Br:2][C:3]1[CH:12]=[C:11]2[C:6]([CH2:7][CH2:8][C:9]3([CH2:21][CH2:20]3)[C:10]2=[NH:13])=[CH:5][CH:4]=1. Reported procedure: HCl (4 M in 1,4-dioxane) (8.38 mL, 33.5 mmol) was added to a warm solution of N-(7′-bromo-3′,4′-dihydro-1′H-spiro[cyclopropane-1,2′-naphthalene]-1′-ylidene)-2-methylpropane-2-sulfinamide (Intermediate 10, 1.19 g, 3.35 mmol) in dry dioxane (12 mL) under Ar (g). The mixture was stirred at r.t. for 40 min after which diethyl ether was added. The precipitate was filtered and washed with diethyl ether and then taken up in CH2Cl2 and washed twice with sat. aq. NaHCO3. The organic phase was dried (Na2S... Reactants: ClC=1C=C(C2=C(N(C(N2COCC[Si](C)(C)C)=O)C)C1)C(C)OCC1(CCN(CC1)C(=O)OC(C)(C)C)C1=CC=C(C=C1)F (tert-Butyl 4-((1-(6-chloro-1-methyl-2-oxo-3-((2-(trimethylsilyl)ethoxy)methyl)-2,3-dihydro-1H-benzo[d]imidazol-4-yl)ethoxy)methyl)-4-(4-fluorophenyl)piperidine-1-carboxylate), [F-].C(CCC)[N+](CCCC)(CCCC)CCCC (tetrabutylammonium fluoride), O (water). Run in C(C)OCC (diethyl ether). Reaction conditions: temperature 60 celsius, time 1.5 hour. Product: ClC=1C=C(C2=C(N(C(N2)=O)C)C1)C(C)OCC1(CCN(CC1)C(=O)OC(C)(C)C)C1=CC=C(C=C1)F (tert-Butyl 4-((1-(6-chloro-1-methyl-2-oxo-2,3-dihydro-1H-benzo[d]imidazol-4-yl)ethoxy)methyl)-4-(4-fluorophenyl)piperidine-1-carboxylate). As a reaction SMILES: [Cl:1][C:2]1[CH:3]=[C:4]([CH:21]([O:23][CH2:24][C:25]2([C:38]3[CH:43]=[CH:42][C:41]([F:44])=[CH:40][CH:39]=3)[CH2:30][CH2:29][N:28]([C:31]([O:33][C:34]([CH3:37])([CH3:36])[CH3:35])=[O:32])[CH2:27][CH2:26]2)[CH3:22])[C:5]2[N:9](COCC[Si](C)(C)C)[C:8](=[O:18])[N:7]([CH3:19])[C:6]=2[CH:20]=1.[F-].C([N+](CCCC)(CCCC)CCCC)CCC.O>C(OCC)C>[Cl:1][C:2]1[CH:3]=[C:4]([CH:21]([O:23][CH2:24][C:25]2([C:38]3[CH:43]=[CH:42][C:41]([F:44])=[CH:40][CH:39]=3)[CH2:26][CH2:27][N:28]([C:31]([O:33][C:34]([CH3:35])([CH3:36])[CH3:37])=[O:32])[CH2:29][CH2:30]2)[CH3:22])[C:5]2[NH:9][C:8](=[O:18])[N:7]([CH3:19])[C:6]=2[CH:20]=1 |f:1.2|. Reported procedure: tert-Butyl 4-((1-(6-chloro-1-methyl-2-oxo-3-((2-(trimethylsilyl)ethoxy)methyl)-2,3-dihydro-1H-benzo[d]imidazol-4-yl)ethoxy)methyl)-4-(4-fluorophenyl)piperidine-1-carboxylate (53 mg, 0.082 mmol) was dissolved in tetrabutylammonium fluoride (1M in tetrahydrofuran, 1 mL, 1 mmol) and immersed in an oil bath which was pre-heated to 60° C. After 1.5 h, the temperature was increased to 65° C. and stirred at that temperature for 5 h. The reaction was sealed and heated at 70° C. overnight. The crude reac... The reactants are Oc1ccccc1Br, CCO, CI, CCOCC, [Na+], [OH-]. The product is COc1ccccc1Br. As a reaction SMILES: [Br:1][c:2]1[c:3]([OH:8])[cH:4][cH:5][cH:6][cH:7]1.[CH3:11][CH2:12][OH:13].[CH3:14][I:15].[CH3:16][CH2:17][O:18][CH2:19][CH3:20].[Na+:10].[OH-:9]>>[Br:1][c:2]1[c:3]([O:8][CH3:11])[cH:4][cH:5][cH:6][cH:7]1. Starting materials: C(=O)(Cl)Cl (phosgene), C(#N)CC(C)(C)O (cyanotert butanol), N1=CC=CC=C1 (pyridine). Run in ClCCl (dichloromethane). The product is C(#N)CC(C)(C)OC(=O)Cl (Chloroformic cyanotert. butyl ester), product. Yield: 100.0%. Reaction SMILES: [C:1]([CH2:3][C:4]([OH:7])([CH3:6])[CH3:5])#[N:2].N1C=CC=CC=1.[C:14](Cl)([Cl:16])=[O:15]>ClCCl>[C:1]([CH2:3][C:4]([O:7][C:14]([Cl:16])=[O:15])([CH3:6])[CH3:5])#[N:2]. Procedure: Chloroformic cyanotert. butyl ester is prepared by reacting cyanotert butanol (10 g, 100 mMole) and pyridine (10 g, 125 mmole) in dichloromethane (150 ml) at about -40° C. together with liquid phosgene (-70° C., 40 ml, 600 mMole). The mixture is allowed to warm to room temperature and stirred over night. It is then extracted with ice cold aqueous hydrochloric acid (1N) washed twice with ice water immediately dried by shaking several times with fresh anhydrous sodium sulfate, the aqueous phases a... The reactants are CO (methanol), NC1=NC(=C(C(=C1F)Br)Cl)NC(CC(C)(C)C)(C)C (2-amino-4-bromo-5-chloro-3-fluoro-6-(1,1,3,3-tetramethylbutylamino)pyridine). The reagents and catalysts are [Pd] (palladium on carbon). Solvent: C(C)N(CC)CC (triethylamine). Conditions: time 39 hour. The product is NC1=NC(=CC=C1F)NC(CC(C)(C)C)(C)C (2-amino-3-fluoro-6-(1,1,3,3-tetramethylbutylamino)pyridine), NC1=NC(=CC(=C1F)Br)NC(CC(C)(C)C)(C)C (2-amino-4-bromo-3-fluoro-6-(1,1,3,3-tetramethylbutylamino)pyridine). Reaction SMILES: CO.[NH2:3][C:4]1[C:9]([F:10])=[C:8]([Br:11])[C:7](Cl)=[C:6]([NH:13][C:14]([CH3:21])([CH3:20])[CH2:15][C:16]([CH3:19])([CH3:18])[CH3:17])[N:5]=1>[Pd].C(N(CC)CC)C>[NH2:3][C:4]1[C:9]([F:10])=[CH:8][CH:7]=[C:6]([NH:13][C:14]([CH3:21])([CH3:20])[CH2:15][C:16]([CH3:19])([CH3:18])[CH3:17])[N:5]=1.[NH2:3][C:4]1[C:9]([F:10])=[C:8]([Br:11])[CH:7]=[C:6]([NH:13][C:14]([CH3:21])([CH3:20])[CH2:15][C:16]([CH3:19])([CH3:18])[CH3:17])[N:5]=1. Procedure: To 10 ml of methanol were added 1.6 g of 2-amino-4-bromo-5-chloro-3-fluoro-6-(1,1,3,3-tetramethylbutylamino)pyridine together with 0.47 g of triethylamine and 0.09 g of 10% palladium on carbon, and the mixture was hydrogenated at room temperature for 39 hours. The catalyst was separated by filtration, and the solvent and the like were distilled off under reduced pressure. To the residue was added 50 ml of chloroform, and the mixture was washed with 50 ml of distilled water. The chloroform layer ... Reactants: C=Cc1cccc(OCCOC)c1, O=Cc1ccccc1-c1cc(-c2csc(C3CCN(C(=O)Cn4nc(C(F)F)cc4C(F)F)CC3)n2)no1, CC(C)(C)OC(=O)N1CCC(c2nc(C=NO)cs2)CC1. Yields the product COCCOc1cccc(C2CC(c3csc(C4CCN(C(=O)OC(C)(C)C)CC4)n3)=NO2)c1. RXN SMILES: [CH3:22][O:23][CH2:24][CH2:25][O:26][c:27]1[cH:28][c:29]([CH:33]=[CH2:34])[cH:30][cH:31][cH:32]1.[F:35][CH:36]([F:37])[c:38]1[cH:39][c:40]([CH:41]([F:42])[F:43])[n:44]([CH2:45][C:46]([N:47]2[CH2:48][CH2:49][CH:50]([c:51]3[s:52][cH:53][c:54](-[c:55]4[cH:56][c:57](-[c:58]5[cH:59][cH:60][cH:61][cH:62][c:63]5[CH:64]=[O:65])[o:66][n:67]4)[n:68]3)[CH2:69][CH2:70]2)=[O:71])[n:72]1.[OH:1][N:2]=[CH:3][c:4]1[n:5][c:6]([CH:9]2[CH2:10][CH2:11][N:12]([C:15](=[O:16])[O:17][C:18]([CH3:19])([CH3:20])[CH3:21])[CH2:13][CH2:14]2)[s:7][cH:8]1>>[O:1]1[N:2]=[C:3]([c:4]2[n:5][c:6]([CH:9]3[CH2:10][CH2:11][N:12]([C:15](=[O:16])[O:17][C:18]([CH3:19])([CH3:20])[CH3:21])[CH2:13][CH2:14]3)[s:7][cH:8]2)[CH2:34][CH:33]1[c:29]1[cH:28][c:27]([O:26][CH2:25][CH2:24][O:23][CH3:22])[cH:32][cH:31][cH:30]1. The reactants are OC=C1CC(C=CC1=O)(C=C)C (6-Hydroxymethylene-4-methyl-4-vinyl-cyclohex-2-enone), Cl.NO (hydroxylamine hydrochloride). The solvent is C(C)O (ethanol), O (water), O (Water). Reaction conditions: temperature 115 celsius. The product is CC1(C=CC2=C(C=NO2)C1)C=C (5-methyl-5-vinyl-4,5-dihydro-benzo[d]isoxazole). Isolated yield 91.8%. Reaction SMILES: O[CH:2]=[C:3]1[C:8](=[O:9])[CH:7]=[CH:6][C:5]([CH3:12])([CH:10]=[CH2:11])[CH2:4]1.Cl.[NH2:14]O>C(O)C.O>[CH3:12][C:5]1([CH:10]=[CH2:11])[CH2:4][C:3]2[CH:2]=[N:14][O:9][C:8]=2[CH:7]=[CH:6]1 |f:1.2|. Reported procedure: To a stirred solution of 21 (177 mg, 1.078 mmol) in ethanol (15 mL) under a nitrogen atmosphere was added a solution of hydroxylamine hydrochloride (741 mg, 10.66 mmol, 10 eq.) in water (1 mL). The reaction mixture was heated to reflux at 115° C. for 1 hour. Water was then added to the mixture until it became cloudy and the aqueous mixture was extracted with methylene chloride/ethyl ether (1:2, 4×). The organic layers were then combined and washed with saturated sodium bicarbonate solution (1×) ...